From a dataset of the Open Reaction Database (ORD), a public repository of structured organic reaction records. describe an organic reaction: reactants, conditions, products, and yield Reactants: ClC=1C=CC=2N(N1)C=CC(C2C2=C(C=CC=C2F)F)=O (2-chloro-5-(2,6-difluorophenyl)-6H-pyrido[1,2-b]pyridazin-6-one), [Br-].FC1=C(C[Zn+])C=CC(=C1)F (2,4 difluoro benzyl zinc bromide). The reagents and catalysts are C=1C=CC(=CC1)[P](C=2C=CC=CC2)(C=3C=CC=CC3)[Pd]([P](C=4C=CC=CC4)(C=5C=CC=CC5)C=6C=CC=CC6)([P](C=7C=CC=CC7)(C=8C=CC=CC8)C=9C=CC=CC9)[P](C=1C=CC=CC1)(C=1C=CC=CC1)C=1C=CC=CC1 (Tetrakis). Solvent: C1CCOC1 (THF), O (H2O), CCOC(=O)C (EtOAc). Run at time 0.5 hour. The product is FC1=C(CC=2C=CC=3N(N2)C=CC(C3C3=C(C=CC=C3F)F)=O)C=CC(=C1)F (2-(2,4-difluorobenzyl)-5-(2,6-difluorophenyl)-6H-pyrido[1,2-b]pyridazin-6-one). As a reaction SMILES: Cl[C:2]1[CH:3]=[CH:4][C:5]2[N:6]([CH:8]=[CH:9][C:10](=[O:20])[C:11]=2[C:12]2[C:17]([F:18])=[CH:16][CH:15]=[CH:14][C:13]=2[F:19])[N:7]=1.[Br-].[F:22][C:23]1[CH:30]=[C:29]([F:31])[CH:28]=[CH:27][C:24]=1[CH2:25][Zn+]>C1COCC1.O.CCOC(C)=O.C1C=CC([P]([Pd]([P](C2C=CC=CC=2)(C2C=CC=CC=2)C2C=CC=CC=2)([P](C2C=CC=CC=2)(C2C=CC=CC=2)C2C=CC=CC=2)[P](C2C=CC=CC=2)(C2C=CC=CC=2)C2C=CC=CC=2)(C2C=CC=CC=2)C2C=CC=CC=2)=CC=1>[F:22][C:23]1[CH:30]=[C:29]([F:31])[CH:28]=[CH:27][C:24]=1[CH2:25][C:2]1[CH:3]=[CH:4][C:5]2[N:6]([CH:8]=[CH:9][C:10](=[O:20])[C:11]=2[C:12]2[C:17]([F:18])=[CH:16][CH:15]=[CH:14][C:13]=2[F:19])[N:7]=1 |f:1.2,^1:47,49,68,87|. Procedure details: To a solution of 2-chloro-5-(2,6-difluorophenyl)-6H-pyrido[1,2-b]pyridazin-6-one (100 mg, 0.34 mmol) and Tetrakis (392 mg, 0.034 mmol) in THF was heated to 80° C. for 0.5 hrs before 2,4 difluoro benzyl zinc bromide was added. The reaction was complete after 0.5 hrs, cooled to ambient temperature, and diluted with H2O and EtOAc. The organic layer was extracted with EtOAc, H2O, brine, dried over MgSO4, and concentrated to a solid. The crude residue was purified via silica gel chromatography (EtOAc... Reactants: FC1=CC=C(CN)C=C1 (p-fluorobenzylamine), C(C)(C)N(CC)C(C)C (diisopropylethylamine), CN1C(CCC1)=O (N-methylpyrrolidone), ClC1=NC(=NC(=N1)NC1=CC=CC=C1)NC1=CC=CC=C1 (6-chloro-N,N′-diphenyl-1,3,5-triazine-2,4-diamine). Run in C(C)#N (acetonitrile). Conditions: temperature 80 celsius, time 3 hour. The product is C1(=CC=CC=C1)NC1=NC(=NC(=N1)NC1=CC=CC=C1)NCC1=CC=C(C=C1)F (N,N′-diphenyl-N″-(4-fluorobenzyl)-1,3,5-triazine-2,4,6-triamine). Isolated yield 45.0%. RXN SMILES: [F:1][C:2]1[CH:9]=[CH:8][C:5]([CH2:6][NH2:7])=[CH:4][CH:3]=1.C(N(C(C)C)CC)(C)C.CN1CCCC1=O.Cl[C:27]1[N:32]=[C:31]([NH:33][C:34]2[CH:39]=[CH:38][CH:37]=[CH:36][CH:35]=2)[N:30]=[C:29]([NH:40][C:41]2[CH:46]=[CH:45][CH:44]=[CH:43][CH:42]=2)[N:28]=1>C(#N)C>[C:41]1([NH:40][C:29]2[N:30]=[C:31]([NH:33][C:34]3[CH:35]=[CH:36][CH:37]=[CH:38][CH:39]=3)[N:32]=[C:27]([NH:7][CH2:6][C:5]3[CH:8]=[CH:9][C:2]([F:1])=[CH:3][CH:4]=3)[N:28]=2)[CH:46]=[CH:45][CH:44]=[CH:43][CH:42]=1. Procedure: A 7.5 mg (60 μmol) portion of p-fluorobenzylamine and 52 μl of diisopropylethylamine were added to a mixed solution of 400 μl of acetonitrile and 120 μl of N-methylpyrrolidone containing 8.9 mg (30 μmol) of 6-chloro-N,N′-diphenyl-1,3,5-triazine-2,4-diamine and stirred at 80° C. for 3 hours. The reaction solution was filtered and then injected into a fractional LC-MS apparatus to collect a fraction containing the desired molecular weight. By evaporating the solvent, 6.1 mg (yield 45%) of N,N′-dip... Reactants: ClC=1C(=CC2=C(NC(CC(=N2)C2=CC(=CC=C2)C2=CC(=NC=C2)CO)=O)C1)C (8-chloro-4-[3-(2-hydroxymethyl-pyridin-4-yl)-phenyl]-7-methyl-1,3-dihydro-benzo[b][1,4]diazepin-2-one), S(=O)(Cl)Cl (thionylchloride), [Cl-] (chloride), C(C(C)C)NC (isobutyl-methyl-amine). Run in C(Cl)Cl (CH2Cl2), CN(C)C=O (DMF). Product: ClC=1C(=CC2=C(NC(CC(=N2)C2=CC(=CC=C2)C2=CC(=NC=C2)CN(C)CC(C)C)=O)C1)C (8-Chloro-4-(3-{2-[(isobutyl-methyl-amino)-methyl]-pyridin-4-yl}-phenyl)-7-methyl-1,3-dihydro-benzo[b][1,4]diazepin-2-one), solid. The yield is 61.0%. RXN SMILES: [Cl:1][C:2]1[C:3]([CH3:28])=[CH:4][C:5]2[N:11]=[C:10]([C:12]3[CH:17]=[CH:16][CH:15]=[C:14]([C:18]4[CH:23]=[CH:22][N:21]=[C:20]([CH2:24]O)[CH:19]=4)[CH:13]=3)[CH2:9][C:8](=[O:26])[NH:7][C:6]=2[CH:27]=1.S(Cl)(Cl)=O.[Cl-].[CH2:34]([NH:38][CH3:39])[CH:35]([CH3:37])[CH3:36]>C(Cl)Cl.CN(C=O)C>[Cl:1][C:2]1[C:3]([CH3:28])=[CH:4][C:5]2[N:11]=[C:10]([C:12]3[CH:17]=[CH:16][CH:15]=[C:14]([C:18]4[CH:23]=[CH:22][N:21]=[C:20]([CH2:24][N:38]([CH2:34][CH:35]([CH3:37])[CH3:36])[CH3:39])[CH:19]=4)[CH:13]=3)[CH2:9][C:8](=[O:26])[NH:7][C:6]=2[CH:27]=1. Reported procedure: The title compound was prepared from 8-chloro-4-[3-(2-hydroxymethyl-pyridin-4-yl)-phenyl]-7-methyl-1,3-dihydro-benzo[b][1,4]diazepin-2-one (Example 282) (196 mg, 0.50 mmol) by reaction with thionylchloride in CH2Cl2 and subsequent treatment of the corresponding crude chloride with isobutyl-methyl-amine in DMF according to the general procedure of Example 288. Obtained as a light brown solid (141 mg, 61%). Starting materials: C(C1=CC=CC=C1)N1N=C(C=C1)C=O (Benzyl-1H-pyrazole-3-carbaldehyde), C(Br)(Br)Br (bromoform), O1CCOCC1.CO (dioxane MeOH), [OH-].[K+] (KOH). Run in CO (MeOH). Conditions: temperature 0 celsius, time 8 hour. Product: C(C1=CC=CC=C1)N1N=C(C=C1)C(C(=O)O)OC ((RS)-(1-benzyl-1H-pyrazol-3-yl)-methoxy-acetic acid). Reaction SMILES: [CH2:1]([N:8]1[CH:12]=[CH:11][C:10](C=O)=[N:9]1)[C:2]1[CH:7]=[CH:6][CH:5]=[CH:4][CH:3]=1.C(Br)(Br)Br.[OH-:19].[K+].[O:21]1[CH2:26][CH2:25][O:24][CH2:23]C1.CO>CO>[CH2:1]([N:8]1[CH:12]=[CH:11][C:10]([CH:25]([O:24][CH3:23])[C:26]([OH:21])=[O:19])=[N:9]1)[C:2]1[CH:3]=[CH:4][CH:5]=[CH:6][CH:7]=1 |f:2.3,4.5|. Procedure: Benzyl-1H-pyrazole-3-carbaldehyde (1.55 g, CAS 321405-31-6) and bromoform (0.94 ml) were dissolved under an argon atmosphere in dioxane/MeOH 1:1 (40 ml) and cooled to 0° C. A solution of KOH (2.31 g) in MeOH (20 ml) were added over a period of 20 min. The reaction was warmed to r.t. and stirred overnight. The reaction mixture was concentrated to one third of the volume, then taken up in water and washed with EtOAc. The aqueous layer was brought ot pH 1 with HCl, then extracted with EtOAc. The or... The product is COc1cn2nc(OCCCN3CCC(OC(c4ccccc4)c4ccccc4)CC3)ccc2n1. As a reaction SMILES: [CH3:41][N:42]([CH3:43])[CH:44]=[O:45].[Cl-:40].[Cl:27][c:28]1[cH:29][cH:30][c:31]2[n:32]([n:33]1)[cH:34][c:35]([O:37][CH3:38])[n:36]2.[H-:25].[Na+:26].[Na+:39].[OH2:46].[c:1]1([CH:7]([O:8][CH:9]2[CH2:10][CH2:11][N:12]([CH2:15][CH2:16][CH2:17][OH:18])[CH2:13][CH2:14]2)[c:19]2[cH:20][cH:21][cH:22][cH:23][cH:24]2)[cH:2][cH:3][cH:4][cH:5][cH:6]1>>[c:1]1([CH:7]([O:8][CH:9]2[CH2:10][CH2:11][N:12]([CH2:15][CH2:16][CH2:17][O:18][c:28]3[cH:29][cH:30][c:31]4[n:32]([n:33]3)[cH:34][c:35]([O:37][CH3:38])[n:36]4)[CH2:13][CH2:14]2)[c:19]2[cH:20][cH:21][cH:22][cH:23][cH:24]2)[cH:2][cH:3][cH:4][cH:5][cH:6]1. Reactants: CN(C)C=O, [Cl-], COc1cn2nc(Cl)ccc2n1, [H-], [Na+], [Na+], O, OCCCN1CCC(OC(c2ccccc2)c2ccccc2)CC1. Starting materials: CC(=O)OC(C)=O, CCO, CN(C)c1ccncc1, CCCN1C(=O)C2CC(c3ccc(N)cc3)(C2)C1=O, C1CCOC1. Product: CCCN1C(=O)C2CC(c3ccc(NC(C)=O)cc3)(C2)C1=O. RXN SMILES: [CH3:1][C:2](=[O:3])[O:4][C:5](=[O:6])[CH3:7].[CH3:27][CH2:28][OH:29].[CH3:35][N:36]([CH3:37])[c:38]1[cH:39][cH:40][n:41][cH:42][cH:43]1.[NH2:8][c:9]1[cH:10][cH:11][c:12]([C:15]23[C:16](=[O:26])[N:17]([CH2:23][CH2:24][CH3:25])[C:18](=[O:22])[CH:19]([CH2:20]2)[CH2:21]3)[cH:13][cH:14]1.[O:30]1[CH2:31][CH2:32][CH2:33][CH2:34]1>>[CH3:1][C:2](=[O:3])[NH:8][c:9]1[cH:10][cH:11][c:12]([C:15]23[C:16](=[O:26])[N:17]([CH2:23][CH2:24][CH3:25])[C:18](=[O:22])[CH:19]([CH2:20]2)[CH2:21]3)[cH:13][cH:14]1. Reactants: C(OC(Cl)(Cl)Cl)(OC(Cl)(Cl)Cl)=O (bis(trichloromethyl) carbonate), NC1CCN(CC1)C1CC1 (4-amino-1-cyclopropylpiperidine), COC=1C=CC=C2CCCC(C12)NC1=NC2=CC=C(C=C2C=C1)N (rac-N2-(8-methoxy-1,2,3,4-tetrahydro-naphthalen-1-yl)-quinoline-2,6-diamine). Product: C1(CC1)N1CCC(CC1)NC(=O)NC=1C=C2C=CC(=NC2=CC1)NC1CCCC2=CC=CC(=C12)OC (rac-1-(1-Cyclopropyl-piperidin-4-yl)-3-[2-(8-methoxy-1,2,3,4-tetrahydro-naphthalen-1-ylamino)-quinolin-6-yl]-urea). RXN SMILES: [C:1](=O)(OC(Cl)(Cl)Cl)[O:2]C(Cl)(Cl)Cl.[NH2:13][CH:14]1[CH2:19][CH2:18][N:17]([CH:20]2[CH2:22][CH2:21]2)[CH2:16][CH2:15]1.[CH3:23][O:24][C:25]1[CH:26]=[CH:27][CH:28]=[C:29]2[C:34]=1[CH:33]([NH:35][C:36]1[CH:45]=[CH:44][C:43]3[C:38](=[CH:39][CH:40]=[C:41]([NH2:46])[CH:42]=3)[N:37]=1)[CH2:32][CH2:31][CH2:30]2>>[CH:20]1([N:17]2[CH2:18][CH2:19][CH:14]([NH:13][C:1]([NH:46][C:41]3[CH:42]=[C:43]4[C:38](=[CH:39][CH:40]=3)[N:37]=[C:36]([NH:35][CH:33]3[C:34]5[C:29](=[CH:28][CH:27]=[CH:26][C:25]=5[O:24][CH3:23])[CH2:30][CH2:31][CH2:32]3)[CH:45]=[CH:44]4)=[O:2])[CH2:15][CH2:16]2)[CH2:22][CH2:21]1. Procedure details: The title compound was prepared in accordance with the general method 4 described in example 16 from bis(trichloromethyl) carbonate, 4-amino-1-cyclopropylpiperidine (CAS no. 62813-02-9) and rac-N2-(8-methoxy-1,2,3,4-tetrahydro-naphthalen-1-yl)-quinoline-2,6-diamine MS: m/e=486.1 (M+H+).